This data is from the Open Reaction Database (ORD), a public repository of structured organic reaction records. The task is: describe an organic reaction: reactants, conditions, products, and yield Reactants: CC(=O)N[C@@H]1[C@H]([C@H]([C@H](O[C@H]1O)OS(=O)(=O)O)O)O[C@H]2[C@@H]([C@H]([C@@H]([C@H](O2)C(=O)O)O)O)O (Chondroitin Sulfate A), one, solution, CC1=C([C@H](C(=C(N1)C)C(=O)OCCCN2CCC(CC2)(C3=CC=CC=C3)C4=CC=CC=C4)C5=CC(=CC=C5)[N+](=O)[O-])C(=O)OC.Cl (Dexniguldipine Hydrochloride), CCC(CC(CC(CC(C)C(=O)[O-])C(=O)[O-])C(=O)[O-])C(=O)[O-].[Na+].[Na+].[Na+].[Na+] (polyacrylic acid sodium salt), Dextran, CCC(CC(CC(CC(C)C(=O)[O-])C(=O)[O-])C(=O)[O-])C(=O)[O-].[Na+].[Na+].[Na+].[Na+] (polyacrylic acid sodium salt), C1CN(CCN1CCO)CCS(=O)(=O)O (HEPES), Dextran Sulfate. The solvent is CS(=O)C (DMSO). Reaction conditions: time 1 minute. The product is CC1=C([C@H](C(=C(N1)C)C(=O)OCCCN2CCC(CC2)(C=3C=CC=CC3)C=4C=CC=CC4)C=5C=CC=C(C5)[N+](=O)[O-])C(=O)OC (Dexniguldipine). Reaction SMILES: [CH3:1][C:2]1[NH:7][C:6]([CH3:8])=[C:5]([C:9]([O:11][CH2:12][CH2:13][CH2:14][N:15]2[CH2:20][CH2:19][C:18]([C:27]3[CH:32]=[CH:31][CH:30]=[CH:29][CH:28]=3)([C:21]3[CH:26]=[CH:25][CH:24]=[CH:23][CH:22]=3)[CH2:17][CH2:16]2)=[O:10])[C@H:4]([C:33]2[CH:38]=[CH:37][CH:36]=[C:35]([N+:39]([O-:41])=[O:40])[CH:34]=2)[C:3]=1[C:42]([O:44][CH3:45])=[O:43].Cl.C1N(CCO)CCN(CCS(O)(=O)=O)C1.CC(N[C@H]1[C@H](O)O[C@H](OS(O)(=O)=O)[C@H](O)[C@@H]1O[C@@H]1O[C@H](C(O)=O)[C@@H](O)[C@H](O)[C@H]1O)=O.CCC(C([O-])=O)CC(C([O-])=O)CC(C([O-])=O)CC(C([O-])=O)C.[Na+].[Na+].[Na+].[Na+]>CS(C)=O>[CH3:1][C:2]1[NH:7][C:6]([CH3:8])=[C:5]([C:9]([O:11][CH2:12][CH2:13][CH2:14][N:15]2[CH2:16][CH2:17][C:18]([C:27]3[CH:32]=[CH:31][CH:30]=[CH:29][CH:28]=3)([C:21]3[CH:22]=[CH:23][CH:24]=[CH:25][CH:26]=3)[CH2:19][CH2:20]2)=[O:10])[C@H:4]([C:33]2[CH:38]=[CH:37][CH:36]=[C:35]([N+:39]([O-:41])=[O:40])[CH:34]=2)[C:3]=1[C:42]([O:44][CH3:45])=[O:43] |f:0.1,4.5.6.7.8|. Procedure details: Various other hydrophilic polymers were investigated for there use in producing dispersions of Dexniguldipine Hydrochloride. 0.1 mL of a solution containing 2 mg/mL Dexniguldipine Hydrochloride in 50% aqueous DMSO was added to 1 mL of HEPES-NS containing 10 mg of one of the following polymers: Chondroitin Sulfate A, Dextran Sulfate, polyacrylic acid sodium salt (MW 150,000), polyacrylic acid sodium salt (MW 2000) or Dextran (MW 70,000). A control group containing no polymer was also investigated... Reactants: COCCOC (DME), ClC1=NN=CC2=CC(=CC=C12)NC1=CC=C(C=C1)F (1-chloro-N-(4-fluorophenyl)phthalazin-6-amine), CC1(OB(OC1(C)C)C1=C(C=C(C=C1)S(=O)(=O)C)C)C (4,4,5,5-tetramethyl-2-(2-methyl-4-(methylsulfonyl)phenyl)-1,3,2-dioxaborolane), C([O-])([O-])=O.[Na+].[Na+] (sodium carbonate). The reagents and catalysts are Cl[Pd]([P](C1=CC=CC=C1)(C2=CC=CC=C2)C3=CC=CC=C3)([P](C4=CC=CC=C4)(C5=CC=CC=C5)C6=CC=CC=C6)Cl (trans-dichlorobis(triphenylphosphine)palladium). The solvent is O (water), CCO (EtOH), C(=O)(O)[O-].[Na+] (NaHCO3). Conditions: temperature 140 celsius. The product is FC1=CC=C(C=C1)NC=1C=C2C=NN=C(C2=CC1)C1=C(C=C(C=C1)S(=O)(=O)C)C (N-(4-Fluorophenyl)-1-(2-methyl-4-(methylsulfonyl)phenyl)phthalazin-6-amine). As a reaction SMILES: Cl[C:2]1[C:11]2[C:6](=[CH:7][C:8]([NH:12][C:13]3[CH:18]=[CH:17][C:16]([F:19])=[CH:15][CH:14]=3)=[CH:9][CH:10]=2)[CH:5]=[N:4][N:3]=1.CC1(C)C(C)(C)OB([C:28]2[CH:33]=[CH:32][C:31]([S:34]([CH3:37])(=[O:36])=[O:35])=[CH:30][C:29]=2[CH3:38])O1.C(=O)([O-])[O-].[Na+].[Na+].COCCOC>C([O-])(O)=O.[Na+].Cl[Pd](Cl)([P](C1C=CC=CC=1)(C1C=CC=CC=1)C1C=CC=CC=1)[P](C1C=CC=CC=1)(C1C=CC=CC=1)C1C=CC=CC=1.O.CCO>[F:19][C:16]1[CH:17]=[CH:18][C:13]([NH:12][C:8]2[CH:7]=[C:6]3[C:11](=[CH:10][CH:9]=2)[C:2]([C:28]2[CH:33]=[CH:32][C:31]([S:34]([CH3:37])(=[O:35])=[O:36])=[CH:30][C:29]=2[CH3:38])=[N:3][N:4]=[CH:5]3)=[CH:14][CH:15]=1 |f:2.3.4,6.7,^1:59,78|. Procedure: A mixture of 1-chloro-N-(4-fluorophenyl)phthalazin-6-amine (200 mg, 0.73 mmol), 4,4,5,5-tetramethyl-2-(2-methyl-4-(methylsulfonyl)phenyl)-1,3,2-dioxaborolane (260 mg, 0.88 mmol), trans-dichlorobis(triphenylphosphine)palladium (II) (26 mg, 0.037 mmol), and sodium carbonate (232 mg, 2.19 mmol) in a 7:2:3 mixture of DME, EtOH and water (3 mL) was heated at 140° C. for 10 min in the Emrys Optimizer® microwave. After cooling to RT, the mixture was diluted with saturated aqueous solution of NaHCO3 and... Reactants: [Cl-].CN(C)[NH+]=CCl (Dimethylaminochloromethyleneammonium chloride), O1CCCC1 (tetrahydrofuran), NC=1SC=C(N1)/C(/C(=O)O)=N/OC ((Z)-2-(2-aminothiazol-4-yl)-2-methoxyimino-acetic acid), CO (Methanol), saturated aqueous solution, C(O)([O-])=O.[Na+] (sodium hydrogencarbonate). Run at time 16 hour. The product is CN(C)C=NC=1SC=C(N1)\C(\C(=O)OC)=N/OC (methyl (E)-2-(2-dimethylaminomethylidenaminothiazol-4-yl)-2-methoxyimino-acetate). Isolated yield 72.0%. As a reaction SMILES: [Cl-].[CH3:2][N:3]([NH+]=CCl)[CH3:4].[NH2:8][C:9]1[S:10][CH:11]=[C:12](/[C:14](=[N:18]/[O:19][CH3:20])/C(O)=O)[N:13]=1.[CH3:21][OH:22].[C:23](=[O:26])([O-])O.[Na+].O1CCC[CH2:29]1>>[CH3:2][N:3]([CH:4]=[N:8][C:9]1[S:10][CH:11]=[C:12](/[C:14](=[N:18]\[O:19][CH3:20])/[C:21]([O:26][CH3:23])=[O:22])[N:13]=1)[CH3:29] |f:0.1,4.5|. Reported procedure: Dimethylaminochloromethyleneammonium chloride (400 mg, 3.1 mmol) was dissolved in 10 ml of tetrahydrofuran. Added to the resulting solution were 300 mg of (Z)-2-(2-aminothiazol-4-yl)-2-methoxyimino-acetic acid, followed by stirring at room temperature for 16 hours. Methanol (10 ml ) was added thereto. The mixture so obtained was stirred For 10 minutes at room temperature. The mixture was then poured into 50 ml of a saturated aqueous solution of sodium hydrogencarbonate. The mixture so obtained w... Reactants: COC=1C=C(C(=O)OC)C=C(C1O)O (methyl 3-methoxy-4,5-dihydroxybenzoate), Cl (hydrochloric acid), C([O-])([O-])=O.[K+].[K+] (potassium carbonate), BrC(C)Br (dibromoethane). The solvent is CC(=O)C (acetone), O (water). Run at time 24 hour. The product is COC=1C=C(C(=O)OC)C=C2C1OCCO2 (methyl 3-methoxy-4,5-ethylenedioxybenzoate). As a reaction SMILES: [CH3:1][O:2][C:3]1[CH:4]=[C:5]([CH:10]=[C:11]([OH:14])[C:12]=1[OH:13])[C:6]([O:8][CH3:9])=[O:7].C(=O)([O-])[O-].[K+].[K+].Br[CH:22](Br)[CH3:23].Cl>CC(C)=O.O>[CH3:1][O:2][C:3]1[CH:4]=[C:5]([CH:10]=[C:11]2[O:14][CH2:23][CH2:22][O:13][C:12]=12)[C:6]([O:8][CH3:9])=[O:7] |f:1.2.3|. Reported procedure: Combine methyl 3-methoxy-4,5-dihydroxybenzoate (0.5 g, 2.5 mmol) and potassium carbonate (1.74 g, 12.65 mmol) in acetone (25 mL). Add dibromoethane (2.37 g, 12.65 mmol). Heat to reflux. After 24 hours, cool in an ice bath, acidify with a 1 M aqueous hydrochloric acid solution (35 mL), add water (25 mL), and extract three times with ethyl acetate. Combine the organic layers and extract with brine. Dry over MgSO4, filter, and concentrate in vacuo to give methyl 3-methoxy-4,5-ethylenedioxybenzoate. Reactants: C(C)(C)(C)OC(NC1CCN(CC1)S(=O)(=O)C1=CC=C(C=C1)[N+](=O)[O-])=O ([1-(4-Nitro-benzenesulfonyl)-piperidin-4-yl]-carbamic acid tert-butyl ester), C(C)O (ethanol), [Cl-].[NH4+] (ammonium chloride). Reagents/catalysts: [Fe] (iron). Run in O (water). Reaction conditions: temperature 80 celsius. Yields the product C(C)(C)(C)OC(NC1CCN(CC1)S(=O)(=O)C1=CC=C(C=C1)N)=O ([1-(4-Amino-benzenesulfonyl)-piperidin-4-yl]carbamic acid tert-butyl ester). Isolated yield 82.2%. Reaction SMILES: [C:1]([O:5][C:6](=[O:26])[NH:7][CH:8]1[CH2:13][CH2:12][N:11]([S:14]([C:17]2[CH:22]=[CH:21][C:20]([N+:23]([O-])=O)=[CH:19][CH:18]=2)(=[O:16])=[O:15])[CH2:10][CH2:9]1)([CH3:4])([CH3:3])[CH3:2].C(O)C.[Cl-].[NH4+]>[Fe].O>[C:1]([O:5][C:6](=[O:26])[NH:7][CH:8]1[CH2:9][CH2:10][N:11]([S:14]([C:17]2[CH:18]=[CH:19][C:20]([NH2:23])=[CH:21][CH:22]=2)(=[O:16])=[O:15])[CH2:12][CH2:13]1)([CH3:4])([CH3:2])[CH3:3] |f:2.3|. Reported procedure: [1-(4-Nitro-benzenesulfonyl)-piperidin-4-yl]-carbamic acid tert-butyl ester (0.5 g, 1.3 mmol) was suspended in a 5:1 mixture of ethanol and water (20 ml). To this solution was added iron powder (0.22 g, 3.4 mmol) followed by saturated ammonium chloride solution (3 ml) and the mixture was heated to 80° C. for three hours. After this time, the reaction mixture was cooled to room temperature and filtered through a pad of celite, the celite was washed with ethanol (10 ml) and EtOAc (50 ml) and the s...